Dataset: the Open Reaction Database (ORD), a public repository of structured organic reaction records. Task: describe an organic reaction: reactants, conditions, products, and yield Starting materials: C1CCOC1, NN, O, Cc1ccc(S(=O)(=O)Cl)cc1. Yields the product Cc1ccc(S(=O)(=O)NN)cc1. Reaction SMILES: [CH2:15]1[O:16][CH2:17][CH2:18][CH2:19]1.[NH2:13][NH2:14].[OH2:12].[c:1]1([CH3:11])[cH:2][cH:3][c:4]([S:7](=[O:8])(=[O:9])[Cl:10])[cH:5][cH:6]1>>[c:1]1([CH3:11])[cH:2][cH:3][c:4]([S:7](=[O:8])(=[O:9])[NH:13][NH2:14])[cH:5][cH:6]1. Reactants: CC(C)(C)OC(=O)NC1CNC1, CCSC1=NC(=O)C(=Cc2ccc3c(cnn3Cc3ccc(Cl)cc3C(F)(F)F)c2)S1. Product: CC(C)(C)OC(=O)NC1CN(C2=NC(=O)C(=Cc3ccc4c(cnn4Cc4ccc(Cl)cc4C(F)(F)F)c3)S2)C1. Reaction SMILES: [C:32]([CH3:33])([CH3:34])([CH3:35])[O:36][C:37]([NH:38][CH:39]1[CH2:40][NH:41][CH2:42]1)=[O:43].[Cl:1][c:2]1[cH:3][c:4]([C:28]([F:29])([F:30])[F:31])[c:5]([CH2:6][n:7]2[n:8][cH:9][c:10]3[cH:11][c:12]([CH:16]=[C:17]4[C:18](=[O:25])[N:19]=[C:20]([S:22][CH2:23][CH3:24])[S:21]4)[cH:13][cH:14][c:15]23)[cH:26][cH:27]1>>[Cl:1][c:2]1[cH:3][c:4]([C:28]([F:29])([F:30])[F:31])[c:5]([CH2:6][n:7]2[n:8][cH:9][c:10]3[cH:11][c:12]([CH:16]=[C:17]4[C:18](=[O:25])[N:19]=[C:20]([N:41]5[CH2:40][CH:39]([NH:38][C:37]([O:36][C:32]([CH3:33])([CH3:34])[CH3:35])=[O:43])[CH2:42]5)[S:21]4)[cH:13][cH:14][c:15]23)[cH:26][cH:27]1. Reaction SMILES: [F:1][C:2]1[CH:7]=[CH:6][C:5]([C:8]2[CH:12]=[CH:11][N:10]([C:13]3[N:34]=[CH:33][CH:32]=[CH:31][C:14]=3[C:15]([NH:17][CH:18]([CH2:24][C:25]3[CH:30]=[CH:29][CH:28]=[CH:27][CH:26]=3)[CH:19]([OH:23])[C:20]([OH:22])=O)=[O:16])[N:9]=2)=[CH:4][CH:3]=1.[N:35]1[CH:40]=[CH:39][CH:38]=[CH:37][C:36]=1[CH2:41][CH2:42][NH2:43]>>[F:1][C:2]1[CH:3]=[CH:4][C:5]([C:8]2[CH:12]=[CH:11][N:10]([C:13]3[N:34]=[CH:33][CH:32]=[CH:31][C:14]=3[C:15]([NH:17][CH:18]([CH:19]([OH:23])[C:20](=[O:22])[NH:43][CH2:42][CH2:41][C:36]3[CH:37]=[CH:38][CH:39]=[CH:40][N:35]=3)[CH2:24][C:25]3[CH:26]=[CH:27][CH:28]=[CH:29][CH:30]=3)=[O:16])[N:9]=2)=[CH:6][CH:7]=1. Reactants: FC1=CC=C(C=C1)C1=NN(C=C1)C1=C(C(=O)NC(C(C(=O)O)O)CC2=CC=CC=C2)C=CC=N1 (3-(2-(3-(4-fluorophenyl)-1H-pyrazol-1-yl)nicotinamido)-2-hydroxy-4-phenylbutanoic acid), N1=C(C=CC=C1)CCN (2-(pyridin-2-yl)ethylamine). Yields the product FC1=CC=C(C=C1)C1=NN(C=C1)C1=C(C(=O)NC(CC2=CC=CC=C2)C(C(NCCC2=NC=CC=C2)=O)O)C=CC=N1 (2-(3-(4-Fluorophenyl)-1H-pyrazol-1-yl)-N-(3-hydroxy-4-oxo-1-phenyl-4-(2-(pyridin-2-yl)ethylamino)butan-2-yl)nicotinamide). Reported procedure: The reaction was carried out in analogy to reaction step 1.3 by reacting 3-(2-(3-(4-fluorophenyl)-1H-pyrazol-1-yl)nicotinamido)-2-hydroxy-4-phenylbutanoic acid with 2-(pyridin-2-yl)ethylamine; ESI-MS [M+H]+: 565.2 Yields the product CCOP(=O)(C=Cc1cn(-c2ccccc2)nc1OCc1ccc(OCc2cn(-c3ccccn3)nc2C)c(OC)c1)OCC. The reactants are CCOP(=O)(CP(=O)(OCC)OCC)OCC, COc1cc(COc2nn(-c3ccccc3)cc2C=O)ccc1OCc1cn(-c2ccccn2)nc1C, CN(C)C=O, [H-], [Na+], O. RXN SMILES: [CH2:38]([P:39](=[O:40])([O:41][CH2:42][CH3:43])[O:44][CH2:45][CH3:46])[P:47]([O:48][CH2:49][CH3:50])([O:51][CH2:52][CH3:53])=[O:54].[CH3:1][O:2][c:3]1[cH:4][c:5]([CH2:6][O:7][c:8]2[n:9][n:10](-[c:15]3[cH:16][cH:17][cH:18][cH:19][cH:20]3)[cH:11][c:12]2[CH:13]=[O:14])[cH:21][cH:22][c:23]1[O:24][CH2:25][c:26]1[c:27]([CH3:37])[n:28][n:29](-[c:31]2[n:32][cH:33][cH:34][cH:35][cH:36]2)[cH:30]1.[CH3:55][N:56]([CH3:57])[CH:58]=[O:59].[H-:60].[Na+:61].[OH2:62]>>[CH3:1][O:2][c:3]1[cH:4][c:5]([CH2:6][O:7][c:8]2[n:9][n:10](-[c:15]3[cH:16][cH:17][cH:18][cH:19][cH:20]3)[cH:11][c:12]2[CH:13]=[CH:38][P:47]([O:48][CH2:49][CH3:50])([O:51][CH2:52][CH3:53])=[O:54])[cH:21][cH:22][c:23]1[O:24][CH2:25][c:26]1[c:27]([CH3:37])[n:28][n:29](-[c:31]2[n:32][cH:33][cH:34][cH:35][cH:36]2)[cH:30]1. Starting materials: S=C(Oc1ccccn1)Oc1ccccn1, CSc1nccc(-c2cccnc2Oc2ccc(N)cc2)n1, ClCCl. Product: CSc1nccc(-c2cccnc2Oc2ccc(N=C=S)cc2)n1. Reaction SMILES: [C:23]([O:24][c:25]1[cH:26][cH:27][cH:28][cH:29][n:30]1)([O:31][c:32]1[cH:33][cH:34][cH:35][cH:36][n:37]1)=[S:38].[CH3:1][S:2][c:3]1[n:4][cH:5][cH:6][c:7](-[c:9]2[c:10]([O:15][c:16]3[cH:17][cH:18][c:19]([NH2:22])[cH:20][cH:21]3)[n:11][cH:12][cH:13][cH:14]2)[n:8]1.[Cl:39][CH2:40][Cl:41]>>[CH3:1][S:2][c:3]1[n:4][cH:5][cH:6][c:7](-[c:9]2[c:10]([O:15][c:16]3[cH:17][cH:18][c:19]([N:22]=[C:23]=[S:38])[cH:20][cH:21]3)[n:11][cH:12][cH:13][cH:14]2)[n:8]1. Reactants: CC(=O)OC(C)=O, CC(C)OC(C)C, O=CO, CC(=O)ON=C(C(=O)O)c1csc(N)n1. The product is CC(=O)ON=C(C(=O)O)c1csc(NC=O)n1. RXN SMILES: [CH3:1][C:2](=[O:3])[O:4][C:5](=[O:6])[CH3:7].[CH:23]([O:24][CH:25]([CH3:26])[CH3:27])([CH3:28])[CH3:29].[CH:30]([OH:31])=[O:32].[NH2:8][c:9]1[s:10][cH:11][c:12]([C:14]([C:15](=[O:16])[OH:17])=[N:18][O:19][C:20]([CH3:21])=[O:22])[n:13]1>>[CH:2](=[O:3])[NH:8][c:9]1[s:10][cH:11][c:12]([C:14]([C:15](=[O:16])[OH:17])=[N:18][O:19][C:20]([CH3:21])=[O:22])[n:13]1.